From a dataset of the Open Reaction Database (ORD), a public repository of structured organic reaction records. describe an organic reaction: reactants, conditions, products, and yield Starting materials: ClCC(C)=O (chloroacetone), ice, [Cl-].[Na+] (sodium chloride), C(C)(C)[N-]C(C)C.[Li+] (lithium diisopropylamide), C(C)(C)NC(C)C (diisopropylamine), C(CCC)[Li] (n-butyllithium), COC1=CC=C2CCC(C2=C1)=O (6-methoxy-1-indanone). Solvent: O1CCCC1 (tetrahydrofuran), CCCCCC (hexane), O1CCCC1 (tetrahydrofuran), O1CCCC1 (tetrahydrofuran). Run at time 90 minute. Product: COC1=CC=C2CC(C(C2=C1)=O)CC(C)=O ((RS)-6-methoxy-2-(2-oxopropyl)-1-indanone). Yield: 56.0%. Reaction SMILES: C([N-]C(C)C)(C)C.[Li+].C(NC(C)C)(C)C.C([Li])CCC.[CH3:21][O:22][C:23]1[CH:31]=[C:30]2[C:26]([CH2:27][CH2:28][C:29]2=[O:32])=[CH:25][CH:24]=1.Cl[CH2:34][C:35](=[O:37])[CH3:36].[Cl-].[Na+]>CCCCCC.O1CCCC1>[CH3:21][O:22][C:23]1[CH:31]=[C:30]2[C:26]([CH2:27][CH:28]([CH2:34][C:35](=[O:37])[CH3:36])[C:29]2=[O:32])=[CH:25][CH:24]=1 |f:0.1,6.7|. Procedure details: A lithium diisopropylamide solution, freshly prepared from 3.12 ml of diisopropylamine and 13.8 ml of 1.6N n-butyllithium in hexane, in 40 ml of anhydrous tetrahydrofuran was added dropwise while stirring to a solution, cooled to -70°, of 2.96 g of 6-methoxy-1-indanone in 300 ml of anhydrous tetrahydrofuran. The mixture was stirred at this temperature for an additional 30 minutes and a solution of 1.62 ml of chloroacetone dissolved in 40 ml of anhydrous tetrahydrofuran was subsequently added dro...